From a dataset of the Open Reaction Database (ORD), a public repository of structured organic reaction records. describe an organic reaction: reactants, conditions, products, and yield Starting materials: C(C1=CC=CC=C1)(C1=CC=CC=C1)(C1=CC=CC=C1)N1C=NC(=C1)C(C)=O (1-(1-trityl-1H-imidazol-4-yl)ethanone), CN(C)C(OC)OC (DMF-DMA). Run in CO (MeOH). Product: CN(/C=C/C(=O)C=1N=CN(C1)C(C1=CC=CC=C1)(C1=CC=CC=C1)C1=CC=CC=C1)C ((E)-3-(dimethylamino)-1-(1-trityl-1H-imidazol-4-yl)prop-2-en-1-one). Isolated yield 77.6%. Reaction SMILES: [C:1]([N:20]1[CH:24]=[C:23]([C:25](=[O:27])[CH3:26])[N:22]=[CH:21]1)([C:14]1[CH:19]=[CH:18][CH:17]=[CH:16][CH:15]=1)([C:8]1[CH:13]=[CH:12][CH:11]=[CH:10][CH:9]=1)[C:2]1[CH:7]=[CH:6][CH:5]=[CH:4][CH:3]=1.[CH3:28][N:29]([CH:31](OC)OC)[CH3:30]>CO>[CH3:28][N:29]([CH3:31])/[CH:30]=[CH:26]/[C:25]([C:23]1[N:22]=[CH:21][N:20]([C:1]([C:14]2[CH:15]=[CH:16][CH:17]=[CH:18][CH:19]=2)([C:8]2[CH:9]=[CH:10][CH:11]=[CH:12][CH:13]=2)[C:2]2[CH:7]=[CH:6][CH:5]=[CH:4][CH:3]=2)[CH:24]=1)=[O:27]. Procedure details: A mixture of 1-(1-trityl-1H-imidazol-4-yl)ethanone (81.0 g, 230 mmol) and DMF-DMA (77.0 mL, 575 mmol) in MeOH (500 mL) was heated to reflux for 72 h. The mixture was then allowed to cool to RT and was then cooled to 0° C. the suspension was filtered and the filter cake was dried in vacuo at 40° C. to give the title compound (72.7 g) that was used as it is in the next step. UPLC-MS: MS 408.3 (M+H+); UPLC rt 1.08 min. Reactants: CC(C(=O)OC(C)(C)C)N1CCC(N(C)S(=O)(=O)c2ccc3cc(Cl)ccc3c2)C1=O, ClCCl, O=C(O)C(F)(F)F. Yields the product CC(C(=O)O)N1CCC(N(C)S(=O)(=O)c2ccc3cc(Cl)ccc3c2)C1=O. RXN SMILES: [Cl:1][c:2]1[cH:3][c:4]2[cH:5][cH:6][c:7]([S:12](=[O:13])(=[O:14])[N:15]([CH:16]3[C:17](=[O:30])[N:18]([CH:21]([C:22](=[O:23])[O:24][C:25]([CH3:26])([CH3:27])[CH3:28])[CH3:29])[CH2:19][CH2:20]3)[CH3:31])[cH:8][c:9]2[cH:10][cH:11]1.[Cl:39][CH2:40][Cl:41].[OH:32][C:33]([C:34]([F:35])([F:36])[F:37])=[O:38]>>[Cl:1][c:2]1[cH:3][c:4]2[cH:5][cH:6][c:7]([S:12](=[O:13])(=[O:14])[N:15]([CH:16]3[C:17](=[O:30])[N:18]([CH:21]([C:22](=[O:23])[OH:24])[CH3:29])[CH2:19][CH2:20]3)[CH3:31])[cH:8][c:9]2[cH:10][cH:11]1. Starting materials: resultant mixture, [H][H] (hydrogen), C1[C@H](NC2=CC=CC=C21)C(=O)O (L-indoline-2-carboxylic acid), C(C)(=O)O (acetic acid). Reagents/catalysts: [Rh] (Rh/Al2O3). The product is N1([C@@H](CC2CCCCC12)C(=O)O)C(=O)OC(C)(C)C (Boc-Oic-OH). RXN SMILES: [CH2:1]1[C:9]2[C:4](=[CH:5][CH:6]=[CH:7][CH:8]=2)[NH:3][C@@H:2]1[C:10]([OH:12])=[O:11].[H][H].[C:15]([OH:18])(=[O:17])C>[Rh]>[N:3]1([C:15]([O:18][C:9]([CH3:1])([CH3:4])[CH3:8])=[O:17])[CH:4]2[CH:9]([CH2:8][CH2:7][CH2:6][CH2:5]2)[CH2:1][C@H:2]1[C:10]([OH:12])=[O:11]. Procedure: In an acetic acid solution containing 2.0 g of L-indoline-2-carboxylic acid, 5% Rh/Al2O3 was added and the resultant mixture was stirred for 3 days in a hydrogen gas atmosphere (4.5 kg/cm2). The reaction mixture was filtered and the filtrate was evaporated under reduced pressure. The resultant residue was tert-butoxycarbonylated to give 0.6 g of the title compound. The reactants are CN1N=C(C=C1)C=1SC=C(C1)C (1-methyl-3-(4-methyl-2-thienyl)-1H-pyrazole), 1V, N-dimethylformamide, S(=S)(=O)([O-])[O-].[Na+].[Na+] (sodium thiosulfate), C([O-])([O-])=O.[Na+].[Na+] (sodium carbonate), IN1C(CCC1=O)=O (N-iodosuccinimide). Conditions: time 8 hour. The product is IC=1C(=NN(C1)C)C=1SC=C(C1)C (4-iodo-1-methyl-3-(4-methyl-2-thienyl)-1H-pyrazole). The yield is 88.1%. RXN SMILES: [CH3:1][N:2]1[CH:6]=[CH:5][C:4]([C:7]2[S:8][CH:9]=[C:10]([CH3:12])[CH:11]=2)=[N:3]1.[I:13]N1C(=O)CCC1=O.S([O-])([O-])(=O)=S.[Na+].[Na+].C(=O)([O-])[O-].[Na+].[Na+]>>[I:13][C:5]1[C:4]([C:7]2[S:8][CH:9]=[C:10]([CH3:12])[CH:11]=2)=[N:3][N:2]([CH3:1])[CH:6]=1 |f:2.3.4,5.6.7|. Procedure: To a solution of 1-methyl-3-(4-methyl-2-thienyl)-1H-pyrazole (4.7 mmol) in 14 mL dry 1V, N-dimethylformamide under argon atmosphere was added N-iodosuccinimide (5.0 mmol) in small portions at 0° C. The reaction mixture was allowed to warm to room temperature and was stirred overnight. 5% aqueous sodium thiosulfate solution and saturated aqueous sodium carbonate solution were added and the mixture was stirred at room temperature for 1 h, then extracted with MTBE. The combined organic extracts wer... The product is N#Cc1cnc2c(sc3ccccc32)c1Oc1ccc(Cl)cc1F. As a reaction SMILES: [CH3:28][CH2:29][O:30][C:31](=[O:32])[CH3:33].[Cl:12][c:13]1[c:14]2[c:15]([n:16][cH:17][c:18]1[C:19]#[N:20])[c:21]1[c:22]([s:23]2)[cH:24][cH:25][cH:26][cH:27]1.[Cl:1][c:2]1[cH:3][c:4]([F:9])[c:5]([OH:8])[cH:6][cH:7]1.[K+:11].[OH-:10]>>[Cl:1][c:2]1[cH:3][c:4]([F:9])[c:5]([O:8][c:13]2[c:14]3[c:15]([n:16][cH:17][c:18]2[C:19]#[N:20])[c:21]2[c:22]([s:23]3)[cH:24][cH:25][cH:26][cH:27]2)[cH:6][cH:7]1. The reactants are CCOC(C)=O, N#Cc1cnc2c(sc3ccccc32)c1Cl, Oc1ccc(Cl)cc1F, [K+], [OH-]. Reactants: Cl.CN(CCCN=C=NCC)C (1-[3-(dimethylamino)propyl]-3-ethylcarbodiimide hydrochloride), ON1N=NC2=C1C=CC=C2 (1-hydroxybenzotriazole), C(C)(C)(C)OC(=O)N1CCC(CC1)CCC=1C=C(C(=O)O)C=CC1 (3-{2-[1-(Tert-butoxycarbonyl)-4-piperidinyl]ethyl}benzoic acid), [Cl-].[NH4+] (Ammonium chloride), TEA, C(O)([O-])=O.[Na+] (sodium hydrogencarbonate). The solvent is CN(C)C=O (DMF). Conditions: time 2 hour. Yields the product NC(=O)C=1C=C(C=CC1)CCC1CCN(CC1)C(=O)OC(C)(C)C (tert-butyl 4-{2-[3-(aminocarbonyl)phenyl]ethyl}-1-piperidinecarboxylate). Yield: 60.9%. RXN SMILES: [C:1]([O:5][C:6]([N:8]1[CH2:13][CH2:12][CH:11]([CH2:14][CH2:15][C:16]2[CH:17]=[C:18]([CH:22]=[CH:23][CH:24]=2)[C:19](O)=[O:20])[CH2:10][CH2:9]1)=[O:7])([CH3:4])([CH3:3])[CH3:2].Cl.C[N:27](C)CCCN=C=NCC.ON1C2C=CC=CC=2N=N1.[Cl-].[NH4+].C(=O)([O-])O.[Na+]>CN(C=O)C>[NH2:27][C:19]([C:18]1[CH:17]=[C:16]([CH2:15][CH2:14][CH:11]2[CH2:12][CH2:13][N:8]([C:6]([O:5][C:1]([CH3:4])([CH3:3])[CH3:2])=[O:7])[CH2:9][CH2:10]2)[CH:24]=[CH:23][CH:22]=1)=[O:20] |f:1.2,4.5,6.7|. Reported procedure: 3-{2-[1-(Tert-butoxycarbonyl)-4-piperidinyl]ethyl}benzoic acid (17.8 g) was dissolved in DMF (200 ml), and 1-[3-(dimethylamino)propyl]-3-ethylcarbodiimide hydrochloride (15.4 g) and 1-hydroxybenzotriazole (10.8 g) were added thereto, followed by stirring at room temperature for 2 hours. Ammonium chloride (8.57 g) and TEA (22.3 ml) were added to the reaction liquid, followed by stirring overnight at room temperature. An aqueous saturated sodium hydrogencarbonate solution was added to the reaction...